Task: describe an organic reaction: reactants, conditions, products, and yield. Dataset: the Open Reaction Database (ORD), a public repository of structured organic reaction records The reactants are C(C1=CC=CC=C1)Br (benzyl bromide), C(C)(=O)NOC=1CCC=2C[C@@H]3[C@@H]4C=C[C@@H]([C@H]5[C@@]4(C2C1O5)CCN3C)O (acetamido dihydromorphine), CN(C)C=O (DMF), C([O-])([O-])=O.[K+].[K+] (potassium carbonate). Run at temperature 60 celsius. The product is C(C)(=O)N[C@]1([C@H]2[C@]34C=5C(=C(CCC5C[C@H]([C@@H]3C=C1)N(C)CC4)OCC4=CC=CC=C4)O2)O (6-Acetamido-3-O-Benzyl Dihydromorphine). RXN SMILES: C(N[O:5][C:6]1[CH2:7][CH2:8][C:9]2[CH2:10][C@H:11]3[N:23]([CH3:24])[CH2:22][CH2:21][C@:17]45[C:18]=2[C:19]=1[O:20][C@H:16]4[C@@H:15]([OH:25])[CH:14]=[CH:13][C@@H:12]35)(=O)C.[CH2:26](Br)[C:27]1[CH:32]=[CH:31][CH:30]=[CH:29][CH:28]=1.[C:34](=O)([O-])[O-].[K+].[K+].C[N:41]([CH:43]=[O:44])C>>[C:43]([NH:41][C@:15]1([OH:25])[CH:14]=[CH:13][C@@H:12]2[C@:17]34[CH2:21][CH2:22][N:23]([CH3:24])[C@@H:11]2[CH2:10][C:9]2[CH2:8][CH2:7][C:6]([O:5][CH2:26][C:27]5[CH:32]=[CH:31][CH:30]=[CH:29][CH:28]=5)=[C:19]([O:20][C@@H:16]13)[C:18]4=2)(=[O:44])[CH3:34] |f:2.3.4|. Procedure details: To 500 mg (1.52 mmol) of 6 is added 12 mL of anhydrous DMF followed by 270 μL (2.26 mmol) of benzyl bromide and 734 mg (5.3 mmol) of anhydrous potassium carbonate. The reaction mixture is allowed to heat at 60° C. for 18 h, then is cooled to room temperature and filtered. The filtrate is concentrated and purified by preparative RP-HPLC using a gradient run with acetonitrile-water containing 0.1% trifluoroacetic acid. Fractions containing the desired product are combined and concentrated followed... The reactants are ClCCCO (3-chloropropanol), C(C1=CC=CC=C1)Br (benzyl bromide), CC(C)([O-])C.[K+] (Potassium tert-butoxide). The solvent is C1CCOC1 (THF). Conditions: temperature 0 celsius. Yields the product ClCCCOCC1=CC=CC=C1 (1-chloro-3-benzyloxypropane). The yield is 97.9%. Reaction SMILES: [Cl:1][CH2:2][CH2:3][CH2:4][OH:5].[CH2:6](Br)[C:7]1[CH:12]=[CH:11][CH:10]=[CH:9][CH:8]=1.CC(C)([O-])C.[K+]>C1COCC1>[Cl:1][CH2:2][CH2:3][CH2:4][O:5][CH2:6][C:7]1[CH:12]=[CH:11][CH:10]=[CH:9][CH:8]=1 |f:2.3|. Procedure details: In a 2 l flask, a mixture of 3-chloropropanol (56.7 g), benzyl bromide (102.6 g) and dry THF (600 ml) is stirred and cooled with ice/salt mixture. Potassium tert-butoxide (70 g) is added in portions (5-10 g), maintaining the internal temperature at about 0° C. After the mixture is stirred for 3 more hours at room temperature, the solvent is evaporated. Addition of 1N HCl (1 l), extraction with ether (1 l), and evaporation of solvent gives crude material (113.6 g), which is distilled under vacuum... Starting materials: BrC=1C=C(C=O)C=CC1 (3-Bromobenzaldehyde), C(C)(=O)C1=CC=CC=C1 (acetophenone), [OH-].[Na+] (Sodium hydroxide), C(C)(=O)C1=CC=CC=C1 (acetophenone). Solvent: C(C)O (ethanol), O (water), CO (methanol). Product: BrC=1C=C(C=CC(=O)C2=CC=CC=C2)C=CC1 (3-bromobenzalacetophenone). Yield: 75.6%. RXN SMILES: [OH-].[Na+].[C:3]([C:6]1[CH:11]=[CH:10][CH:9]=[CH:8][CH:7]=1)(=[O:5])[CH3:4].[Br:12][C:13]1[CH:14]=[C:15]([CH:18]=[CH:19][CH:20]=1)[CH:16]=O>O.CO.C(O)C>[Br:12][C:13]1[CH:14]=[C:15]([CH:18]=[CH:19][CH:20]=1)[CH:16]=[CH:4][C:3]([C:6]1[CH:11]=[CH:10][CH:9]=[CH:8][CH:7]=1)=[O:5] |f:0.1|. Reported procedure: Sodium hydroxide (12.00 g, 300 mmol) and acetophenone (24 g, 200 mmol) were dissolved in water (90 mL) and methanol (300 mL). 3-Bromobenzaldehyde (37 g, 200 mmol) dissolved in ethanol (50 mL) was added dropwise to the acetophenone solution. A slurry quickly formed, which was allowed to two additional hours. The slurry was filtered, was with water until the filtrate was neutral to pH paper, and dried at 80° C. for 12 hours. Light yellow crystals were obtained (43.4 g, 75.6% yield). Reactants: [N+](=O)([O-])C1=CC2=C(CCNCC2)C=C1 (7-Nitro-1,2,4,5-tetrahydro-3H-3-benzazepine), [ 1955 ], 3163e, [I-].[Na+] (sodium iodide), C([O-])([O-])=O.[K+].[K+] (potassium carbonate), [N+](=O)([O-])C1=CC=C(OCCCl)C=C1 (2-[4-nitrophenoxy]ethyl chloride). The solvent is C(C)#N (acetonitrile). Product: [N+](=O)([O-])C1=CC2=C(CCN(CC2)CCOC2=CC=C(C=C2)[N+](=O)[O-])C=C1 (7-Nitro-3-(2-[4-nitrophenoxy]ethyl)-1,2,4,5-tetrahydro-3H-3-benzazepine). Reaction SMILES: [N+:1]([C:4]1[CH:14]=[CH:13][C:7]2[CH2:8][CH2:9][NH:10][CH2:11][CH2:12][C:6]=2[CH:5]=1)([O-:3])=[O:2].[N+:15]([C:18]1[CH:27]=[CH:26][C:21]([O:22][CH2:23][CH2:24]Cl)=[CH:20][CH:19]=1)([O-:17])=[O:16].[I-].[Na+].C(=O)([O-])[O-].[K+].[K+]>C(#N)C>[N+:1]([C:4]1[CH:14]=[CH:13][C:7]2[CH2:8][CH2:9][N:10]([CH2:24][CH2:23][O:22][C:21]3[CH:20]=[CH:19][C:18]([N+:15]([O-:17])=[O:16])=[CH:27][CH:26]=3)[CH2:11][CH2:12][C:6]=2[CH:5]=1)([O-:3])=[O:2] |f:2.3,4.5.6|. Procedure details: 7-Nitro-1,2,4,5-tetrahydro-3H-3-benzazepine (0.7 g), 2-[4-nitrophenoxy]ethyl chloride (0.73 g) (see C. A. [1955], 49, 3163e), sodium iodide (0.5 g) and potassium carbonate in acetonitrile (50 ml) were heated under reflux for 3 days. After cooling, the solvent was removed in vacuo, the residue dissolved in ethyl acetate and washed once with water, once with sodium carbonate and twice with brine. The organic layer was dried (Na2SO4) and evaporated in vacuo to give an oil which was purified by colu... Reactants: C1(=CC=CC=C1)P(O)(O)=O (phenylphosphonic acid), O.O.C(C)(=O)[O-].[Zn+2].C(C)(=O)[O-] (zinc acetate dihydrate). Run in O (water). Conditions: temperature 80 celsius, time 3 hour. Yields the product C1(=CC=CC=C1)P([O-])([O-])=O.[Zn+2] (zinc phenylphosphonate). The yield is 98.0%. Reaction SMILES: [C:1]1([P:7](=[O:10])([OH:9])[OH:8])[CH:6]=[CH:5][CH:4]=[CH:3][CH:2]=1.O.O.C([O-])(=O)C.[Zn+2:17].C([O-])(=O)C>O>[C:1]1([P:7](=[O:8])([O-:10])[O-:9])[CH:6]=[CH:5][CH:4]=[CH:3][CH:2]=1.[Zn+2:17] |f:1.2.3.4.5,7.8|. Reported procedure: 1.58 g (10.0 mmol) of phenylphosphonic acid (manufactured by Nissan Chemical industries, Ltd.), 2.20 g (10.0 mmol) of zinc acetate dihydrate and 72 g of water were mixed, stirred at 80° C. for 3 hours, then the resulting slurry was filtered, acetic acid in the wet cake was fully washed away with water, and thereafter, dried at 150° C. to obtain 2.17 g (yield 98%) of the aimed product as white crystal. Decomposition temperature: 541° C. The average particle diameter was 4.4 μm with a laser diffra... Reactants: OC1=CC(=NN1C(C)O)C (5-hydroxy-1-hydroxyethyl-3-methyl-1H-pyrazole), S1C(=CC=C1)C=O (thiophene-2-carboxaldehyde), CC(CC)O (2-butanol). Yields the product OCCN1N=C(C(C1=O)=CC=1SC=CC1)C (2-(2-hydroxyethyl)-5-methyl-4-thiophen-2-ylmethylene-2,4-dihydropyrazol-3-one). As a reaction SMILES: [OH:1][C:2]1[N:6]([CH:7](O)[CH3:8])[N:5]=[C:4]([CH3:10])[CH:3]=1.[S:11]1[CH:15]=[CH:14][CH:13]=[C:12]1[CH:16]=O.CC([OH:22])CC>>[OH:22][CH2:8][CH2:7][N:6]1[C:2](=[O:1])[C:3](=[CH:16][C:12]2[S:11][CH:15]=[CH:14][CH:13]=2)[C:4]([CH3:10])=[N:5]1. Procedure details: 2.85 g of 5-hydroxy-1-hydroxyethyl-3-methyl-1H-pyrazole and 2.25 g of thiophene-2-carboxaldehyde in 30 mL of 2-butanol were allowed to reflux for 7 hours. Upon cooling, a vivid orange-colored dye crystallized. Starting materials: Cl.C(C1=CC=CC=C1)ON (O-benzylhydroxylamine hydrochloride), BrCC(=O)Br (bromoacetyl bromide), C(C)(C)N(CC)C(C)C (diisopropylethylamine). The solvent is C1CCOC1 (THF), C(C)(=O)OCC (ethyl acetate), O (water). Product: BrCC(=O)NOCC1=CC=CC=C1 (Bromo-N-(benzyloxyl)acetamide). Isolated yield 52.0%. Reaction SMILES: Cl.[CH2:2]([O:9][NH2:10])[C:3]1[CH:8]=[CH:7][CH:6]=[CH:5][CH:4]=1.[Br:11][CH2:12][C:13](Br)=[O:14].C(N(C(C)C)CC)(C)C>C1COCC1.C(OCC)(=O)C.O>[Br:11][CH2:12][C:13]([NH:10][O:9][CH2:2][C:3]1[CH:8]=[CH:7][CH:6]=[CH:5][CH:4]=1)=[O:14] |f:0.1|. Procedure: To a 0° C. solution of O-benzylhydroxylamine hydrochloride (1.6 g, 10 mmol) in THF (40 mL) was added bromoacetyl bromide (871 μL, 10 mmol) and diisopropylethylamine (3.5 mL, 20 mmol). The reaction mixture was warmed to room temperature overnight and diluted with ethyl acetate and water. The aqueous layer was separated and extracted with ethyl acetate. The organic layers were combined, dried over Na2SO4, filtered and concentrated in vacuo. The crude material was purified by silica gel flash colum...